Dataset: the Open Reaction Database (ORD), a public repository of structured organic reaction records. Task: describe an organic reaction: reactants, conditions, products, and yield Reactants: CCCCn1cccc(OC)c1=O, COc1ccc(P2(=S)SP(=S)(c3ccc(OC)cc3)S2)cc1, CO, Cc1ccccc1. The product is CCCCn1cccc(OC)c1=S. Reaction SMILES: [CH2:1]([CH2:2][CH2:3][CH3:4])[n:5]1[c:6](=[O:13])[c:7]([O:11][CH3:12])[cH:8][cH:9][cH:10]1.[CH3:14][O:15][c:16]1[cH:17][cH:18][c:19]([P:20]2(=[S:23])[S:21][P:22]([c:24]3[cH:25][cH:26][c:27]([O:28][CH3:29])[cH:30][cH:31]3)(=[S:32])[S:33]2)[cH:34][cH:35]1.[CH3:36][OH:37].[CH3:38][c:39]1[cH:40][cH:41][cH:42][cH:43][cH:44]1>>[CH2:1]([CH2:2][CH2:3][CH3:4])[n:5]1[c:6](=[S:23])[c:7]([O:11][CH3:12])[cH:8][cH:9][cH:10]1. Starting materials: CC(C)(C)OC(=O)N1CCCC1CN, CC(=O)O[BH-](OC(C)=O)OC(C)=O, ClCCl, [Na+], O=Cc1cc2ccccc2s1. The product is CC(C)(C)OC(=O)N1CCCC1CNCc1cc2ccccc2s1. As a reaction SMILES: [C:12]([CH3:13])([CH3:14])([CH3:15])[O:16][C:17](=[O:18])[N:19]1[CH:20]([CH2:24][NH2:25])[CH2:21][CH2:22][CH2:23]1.[C:26]([O:27][BH-:28]([O:29][C:30](=[O:31])[CH3:32])[O:33][C:34](=[O:35])[CH3:36])(=[O:37])[CH3:38].[Cl:40][CH2:41][Cl:42].[Na+:39].[s:1]1[c:2]2[c:3]([cH:4][c:5]1[CH:6]=[O:7])[cH:8][cH:9][cH:10][cH:11]2>>[s:1]1[c:2]2[c:3]([cH:4][c:5]1[CH2:6][NH:25][CH2:24][CH:20]1[N:19]([C:17]([O:16][C:12]([CH3:13])([CH3:14])[CH3:15])=[O:18])[CH2:23][CH2:22][CH2:21]1)[cH:8][cH:9][cH:10][cH:11]2.